Dataset: the Open Reaction Database (ORD), a public repository of structured organic reaction records. Task: describe an organic reaction: reactants, conditions, products, and yield The reactants are B(Br)(Br)Br (Boron tribromide), C(C)OC(=O)[C@H]1[C@@H](C1)C1=CC=C(C=C1)OC (2-(4-Methoxy-phenyl)-trans-cyclopropanecarboxylic acid ethyl ester), C(C)O (Ethanol). Run in C([O-])(O)=O.[Na+] (sodium bicarbonate), ClCCl (dichloromethane). Run at temperature -78 celsius, time 8 hour. Product: C(C)OC(=O)[C@H]1[C@@H](C1)C1=CC=C(C=C1)O (2-(4-Hydroxy-phenyl)-trans-cyclopropanecarboxylic acid ethyl ester). Isolated yield 43.2%. Reaction SMILES: [CH2:1]([O:3][C:4]([C@@H:6]1[CH2:8][C@H:7]1[C:9]1[CH:14]=[CH:13][C:12]([O:15]C)=[CH:11][CH:10]=1)=[O:5])[CH3:2].B(Br)(Br)Br.C(O)C>ClCCl.C(=O)(O)[O-].[Na+]>[CH2:1]([O:3][C:4]([C@@H:6]1[CH2:8][C@H:7]1[C:9]1[CH:10]=[CH:11][C:12]([OH:15])=[CH:13][CH:14]=1)=[O:5])[CH3:2] |f:4.5|. Reported procedure: 2-(4-Methoxy-phenyl)-trans-cyclopropanecarboxylic acid ethyl ester (1.43 g, 6.51 mmol) is dissolved in dry dichloromethane (30 mL) and cooled to −78° C. Boron tribromide solution (1 M in dichloromethane, 7.81 mL, 7.81 mmol) is added dropwise then the mixture is allowed to warm to −20° C. and stirred overnight at −20° C. Ethanol (3 mL) is added and the mixture warmed to room temperature then diluted with saturated aqueous sodium bicarbonate solution. The phases are separated and the aqueous phase...